Dataset: the Open Reaction Database (ORD), a public repository of structured organic reaction records. Task: describe an organic reaction: reactants, conditions, products, and yield Yields the product OCCOc1ccc(Br)cn1. Reaction SMILES: [Br:1][c:2]1[n:3][cH:4][c:5]([Br:8])[cH:6][cH:7]1.[CH3:15][N:16]1[CH2:17][CH2:18][CH2:19][C:20]1=[O:21].[H-:10].[Na+:9].[OH:11][CH2:12][CH2:13][OH:14]>>[c:2]1([O:11][CH2:12][CH2:13][OH:14])[n:3][cH:4][c:5]([Br:8])[cH:6][cH:7]1. Starting materials: Brc1ccc(Br)nc1, CN1CCCC1=O, [H-], [Na+], OCCO. Reactants: Cl.COC=1C(=CC2=C(N=CC=3CN(CCC23)C=2C=C(C(=O)O)C=CC2)C1)OC (3-(8,9-dimethoxy-1,4-dihydrobenzo[c]-2,7-naphthyridin-3(2H)-yl)benzoic acid hydrochloride), C(C)(C)N(C(C)C)CC (N, N-diisopropylethylamine), C(C)(C)C=1C=C(N)C=CC1 (3-isopropylaniline), CCCP(=O)=O (propylphosphonic anhydride), C(C)(C)C=1C=C(N)C=CC1 (3-isopropylaniline), CCCP(=O)=O (propylphosphonic anhydride). The reagents and catalysts are CN(C)C=1C=CN=CC1 (DMAP). The solvent is CN(C)C=O (DMF). Reaction conditions: time 5 minute. Yields the product COC=1C(=CC2=C(N=CC=3CN(CCC23)C=2C=C(C(=O)NC3=CC(=CC=C3)C(C)C)C=CC2)C1)OC (3-(8,9-dimethoxy-1,4-dihydrobenzo[c]-2,7-naphthyridin-3(2H)-yl)-N-(3-isopropylphenyl)benzamide). The yield is 16.6%. Reaction SMILES: Cl.[CH3:2][O:3][C:4]1[C:5]([O:27][CH3:28])=[CH:6][C:7]2[C:16]3[CH2:15][CH2:14][N:13]([C:17]4[CH:18]=[C:19]([CH:23]=[CH:24][CH:25]=4)[C:20](O)=[O:21])[CH2:12][C:11]=3[CH:10]=[N:9][C:8]=2[CH:26]=1.C(N(CC)C(C)C)(C)C.CCCP(=O)=O.[CH:44]([C:47]1[CH:48]=[C:49]([CH:51]=[CH:52][CH:53]=1)[NH2:50])([CH3:46])[CH3:45]>CN(C=O)C.CN(C1C=CN=CC=1)C>[CH3:2][O:3][C:4]1[C:5]([O:27][CH3:28])=[CH:6][C:7]2[C:16]3[CH2:15][CH2:14][N:13]([C:17]4[CH:18]=[C:19]([CH:23]=[CH:24][CH:25]=4)[C:20]([NH:50][C:49]4[CH:51]=[CH:52][CH:53]=[C:47]([CH:44]([CH3:46])[CH3:45])[CH:48]=4)=[O:21])[CH2:12][C:11]=3[CH:10]=[N:9][C:8]=2[CH:26]=1 |f:0.1|. Procedure: To a mixture of 3-(8,9-dimethoxy-1,4-dihydrobenzo[c]-2,7-naphthyridin-3(2H)-yl)benzoic acid hydrochloride (0.25 mmol, 100 mg) and N, N-diisopropylethylamine (0.75 mmol, 0.131 mL) in 2.0 mL DMF at rt was added propylphosphonic anhydride solution (50 wt % in EtOAc, 0.325 mmol, 0.193 mL). After 5 min at rt, 3-isopropylaniline (0.375 mmol, 0.053 mL) and catalytic DMAP was added and the reactions continued for 2 hours. Then an additional 0.050 mL propylphosphonic anhydride solution and 0.025 mL 3-iso... As a reaction SMILES: [ClH:31].[cH:38]1[cH:39][cH:40][n:41][cH:42][cH:43]1.[n:32]1[cH:33][cH:34][cH:35][cH:36][cH:37]1.[nH:1]1[cH:2][c:3]([CH2:10][CH2:11][CH2:12][CH2:13][N:14]2[CH2:15][CH2:16][CH:17]([c:20]3[cH:21][nH:22][c:23]4[cH:24][cH:25][c:26]([O:29][CH3:30])[cH:27][c:28]34)[CH2:18][CH2:19]2)[c:4]2[cH:5][cH:6][cH:7][cH:8][c:9]12>>[nH:1]1[cH:2][c:3]([CH2:10][CH2:11][CH2:12][CH2:13][N:14]2[CH2:15][CH2:16][CH:17]([c:20]3[cH:21][nH:22][c:23]4[cH:24][cH:25][c:26]([OH:29])[cH:27][c:28]34)[CH2:18][CH2:19]2)[c:4]2[cH:5][cH:6][cH:7][cH:8][c:9]12. Starting materials: Cl, c1ccncc1, c1ccncc1, COc1ccc2[nH]cc(C3CCN(CCCCc4c[nH]c5ccccc45)CC3)c2c1. The product is Oc1ccc2[nH]cc(C3CCN(CCCCc4c[nH]c5ccccc45)CC3)c2c1. Starting materials: C#CCC1CCN(C(=O)Oc2ccc(C)c(C)c2)CC1, Nc1nc(I)nc2c1ncn2C1OC(CO)C(O)C1O. The product is Cc1ccc(OC(=O)N2CCC(CC#Cc3nc(N)c4ncn(C5OC(CO)C(O)C5O)c4n3)CC2)cc1C. RXN SMILES: [CH2:1]([C:2]#[CH:3])[CH:4]1[CH2:5][CH2:6][N:7]([C:10](=[O:11])[O:12][c:13]2[cH:14][c:15]([CH3:20])[c:16]([CH3:19])[cH:17][cH:18]2)[CH2:8][CH2:9]1.[I:21][c:22]1[n:23][c:24]([NH2:40])[c:25]2[n:26][cH:27][n:28]([CH:29]3[CH:30]([OH:31])[CH:32]([OH:33])[CH:34]([CH2:35][OH:36])[O:37]3)[c:38]2[n:39]1>>[CH2:1]([C:2]#[C:3][c:22]1[n:23][c:24]([NH2:40])[c:25]2[n:26][cH:27][n:28]([CH:29]3[CH:30]([OH:31])[CH:32]([OH:33])[CH:34]([CH2:35][OH:36])[O:37]3)[c:38]2[n:39]1)[CH:4]1[CH2:5][CH2:6][N:7]([C:10](=[O:11])[O:12][c:13]2[cH:14][c:15]([CH3:20])[c:16]([CH3:19])[cH:17][cH:18]2)[CH2:8][CH2:9]1. Yields the product CCOC(=O)Cc1csc2cccc(O)c12. Reactants: BrB(Br)Br, CCOC(=O)Cc1csc2cccc(OC)c12, ClCCl. As a reaction SMILES: [B:18]([Br:19])([Br:20])[Br:21].[CH2:1]([CH3:2])[O:3][C:4]([CH2:5][c:6]1[c:7]2[c:8]([s:9][cH:10]1)[cH:11][cH:12][cH:13][c:14]2[O:15][CH3:16])=[O:17].[CH2:22]([Cl:23])[Cl:24]>>[CH2:1]([CH3:2])[O:3][C:4]([CH2:5][c:6]1[c:7]2[c:8]([s:9][cH:10]1)[cH:11][cH:12][cH:13][c:14]2[OH:15])=[O:17]. The reactants are C[Si](C)(C)[N-][Si](C)(C)C.[Li+] (lithium bis(trimethylsilyl)amide), Cl[Si](C)(C)C (chlorotrimethylsilane), C(CCC)[Li] (n-butyllithium), C[Si](N[Si](C)(C)C)(C)C (1,1,1,3,3,3-hexamethyldisilazane), FC1(C2CCC(C12)=O)C(=O)OCC ((1RS,5RS,6RS)ethyl 6-fluoro-2-oxobicyclo[3.1.0]hexane-6-carboxylate). Run in CCCCCC (hexane), O1CCCC1 (tetrahydrofuran), O1CCCC1 (tetrahydrofuran). Reaction conditions: time 1 hour. The product is FC1(C2C=CC(C12)=O)C(=O)OCC ((1RS,5RS,6RS)ethyl 6-fluoro-2-oxobicyclo[3.1.0]hex-3-en-6-carboxylate). Isolated yield 88.7%. As a reaction SMILES: [F:1][C:2]1([C:9]([O:11][CH2:12][CH3:13])=[O:10])[CH:7]2[CH:3]1[CH2:4][CH2:5][C:6]2=[O:8].C[Si]([N-][Si](C)(C)C)(C)C.[Li+].C([Li])CCC.C[Si](C)(C)N[Si](C)(C)C.Cl[Si](C)(C)C>CCCCCC.O1CCCC1>[F:1][C:2]1([C:9]([O:11][CH2:12][CH3:13])=[O:10])[CH:7]2[CH:3]1[CH:4]=[CH:5][C:6]2=[O:8] |f:1.2|. Procedure details: Under a nitrogen atmosphere, 19.5 g of (1RS,5RS,6RS)ethyl 6-fluoro-2-oxobicyclo[3.1.0]hexane-6-carboxylate dissolved into 230 ml of tetrahydrofuran at −78° C. was added dropwise to 230 ml of a tetrahydrofuran solution of lithium bis(trimethylsilyl)amide which was prepared from 78 ml of n-butyllithium (1.61M hexane solution) and 20.3 g of 1,1,1,3,3,3-hexamethyldisilazane. After stirring at this temperature for 1 hour, 19.8 ml of chlorotrimethylsilane was added thereto, and this was stirred at roo... Reactants: 34b, NC=1C=C(C=CC1F)O (3-amino-4-fluorophenol), C(C)(C)(C)SC(C(C(C)=O)CC1=C(C=C(C=C1)Cl)F)=O (2-(4-chloro-2-fluorobenzyl)-3-oxothiobutyric acid S-tert-butyl ester). The product is ClC1=CC(=C(CC(C(=O)NC2=C(C=CC(=C2)O)F)C(C)=O)C=C1)F (2-(4-chloro-2-fluorobenzyl)-N-(2-fluoro-5-hydroxyphenyl)-3-oxobutyramide). Reaction SMILES: [NH2:1][C:2]1[CH:3]=[C:4]([OH:9])[CH:5]=[CH:6][C:7]=1[F:8].C(S[C:15](=[O:29])[CH:16]([CH2:20][C:21]1[CH:26]=[CH:25][C:24]([Cl:27])=[CH:23][C:22]=1[F:28])[C:17](=[O:19])[CH3:18])(C)(C)C>>[Cl:27][C:24]1[CH:25]=[CH:26][C:21]([CH2:20][CH:16]([C:17](=[O:19])[CH3:18])[C:15]([NH:1][C:2]2[CH:3]=[C:4]([OH:9])[CH:5]=[CH:6][C:7]=2[F:8])=[O:29])=[C:22]([F:28])[CH:23]=1. Procedure details: The title compound was prepared by the method of Preparation 34b using 3-amino-4-fluorophenol and 2-(4-chloro-2-fluorobenzyl)-3-oxothiobutyric acid S-tert-butyl ester.